This data is from the Open Reaction Database (ORD), a public repository of structured organic reaction records. The task is: describe an organic reaction: reactants, conditions, products, and yield The reactants are C1COCCOCCOCCOCCOCCO1 (18-crown-6), S(O)(O)(=O)=O (sulfuric acid), NC=1C=C(C(=O)OC)C=CC1 (methyl 3-aminobenzoate), C(#N)[S-].[K+] (KSCN). The solvent is ClC1=CC=CC=C1 (chlorobenzene). Run at temperature 100 celsius, time 30 minute. Product: COC(C1=CC(=CC=C1)NC(=S)N)=O (3-thioureido-benzoic Acid Methyl Ester). RXN SMILES: S(=O)(=O)(O)O.[NH2:6][C:7]1[CH:8]=[C:9]([CH:14]=[CH:15][CH:16]=1)[C:10]([O:12][CH3:13])=[O:11].[C:17]([S-:19])#[N:18].[K+].C1OCCOCCOCCOCCOCCOC1>ClC1C=CC=CC=1>[CH3:13][O:12][C:10](=[O:11])[C:9]1[CH:14]=[CH:15][CH:16]=[C:7]([NH:6][C:17]([NH2:18])=[S:19])[CH:8]=1 |f:2.3|. Reported procedure: At −10° C. sulfuric acid (0.46 mL) is added dropwise to a solution of methyl 3-aminobenzoate (17.2 mmol) in chlorobenzene (19 mL). After 15 min KSCN (18.2 mmol) is added portionwise over 30 min. The mixture is treated with 18-crown-6, heated to 100° C. for 16 h and allowed to cool to RT. After 4 h the obtained precipitate is filtered off and washed successively with chlorobenzene (33 mL) and hexane (three times 130 mL). The residue is diluted with water (390 mL) and the suspension is stirred for... The reactants are CO, CCOC(=O)C1CCc2[nH]c3ccc(OC(F)(F)F)cc3c2C1, [Li+], C1CCOC1, [OH-]. Product: O=C(O)C1CCc2[nH]c3ccc(OC(F)(F)F)cc3c2C1. As a reaction SMILES: [CH3:24][OH:25].[F:1][C:2]([O:3][c:4]1[cH:5][c:6]2[c:7]3[c:12]([nH:13][c:14]2[cH:15][cH:16]1)[CH2:11][CH2:10][CH:9]([C:17](=[O:18])[O:19][CH2:20][CH3:21])[CH2:8]3)([F:22])[F:23].[Li+:26].[O:28]1[CH2:29][CH2:30][CH2:31][CH2:32]1.[OH-:27]>>[F:1][C:2]([O:3][c:4]1[cH:5][c:6]2[c:7]3[c:12]([nH:13][c:14]2[cH:15][cH:16]1)[CH2:11][CH2:10][CH:9]([C:17](=[O:18])[OH:19])[CH2:8]3)([F:22])[F:23]. Isolated yield 66.0%. RXN SMILES: [S:1]1[C:5]2[CH:6]=[CH:7][CH:8]=[CH:9][C:4]=2[N:3]=[C:2]1[OH:10].C(=O)([O-])[O-].[K+].[K+].Br[CH2:18][C:19]([O:21]CC)=[O:20]>CC(C)=O>[S:1]1[C:5]2[CH:6]=[CH:7][CH:8]=[CH:9][C:4]=2[N:3]=[C:2]1[O:10][CH2:18][C:19]([OH:21])=[O:20] |f:1.2.3|. Starting materials: S1C(=NC2=C1C=CC=C2)O (2-benzothiazolol), C([O-])([O-])=O.[K+].[K+] (potassium carbonate), BrCC(=O)OCC (ethyl bromoacetate). The product is S1C(=NC2=C1C=CC=C2)OCC(=O)O (benzothiazole-2-oxyacetic acid). Conditions: time 8 hour. Procedure: The mixture of 2-benzothiazolol (320 mg, 2.1 mmol), potassium carbonate (910 mg, 6.6 mmol), ethyl bromoacetate (500 mg, 3.0 mmol) and acetone (25 ml) was refluxed for 15 h. After cooling, the mixture was filtered to remove potassium carbonate. The filtrate was concentrated under reduced pressure. To this residue, 10 ml of dioxane and 14 ml 5% sodium hydroxide solution were added. After the mixture was stirred at room temperature overnight, it was acidified with hydrochloric acid to pH 1, and the... Solvent: CC(=O)C (acetone). Reactants: BrC1=CC(=C(C=C1)C1C(C(OC(C1=O)(C)C)(C)C)=O)CC (4-(4-bromo-2-ethylphenyl)-2,2,6,6-tetramethylpyran-3,5-dione), BrC1=CC(=C(C=C1)O)F (4-bromo-2-fluorophenol), C([O-])([O-])=O.[Cs+].[Cs+] (cesium carbonate), C(C)(=O)OCC (ethyl acetate). Reagents/catalysts: FC(S(=O)(=O)[O-])(F)F.[Cu+2].FC(S(=O)(=O)[O-])(F)F (copper(II) trifluoromethanesulfonate). The solvent is CN(C=O)C (N,N-dimethylformamide), C1(=CC=CC=C1)C (toluene). Product: BrC1=CC(=C(OC2=CC(=C(C=C2)C2C(C(OC(C2=O)(C)C)(C)C)=O)CC)C=C1)F (4-[4-(4-bromo-2-fluorophenoxy)-2-ethylphenyl]-2,2,6,6-tetramethylpyran-3,5-dione). As a reaction SMILES: Br[C:2]1[CH:7]=[CH:6][C:5]([CH:8]2[C:13](=[O:14])[C:12]([CH3:16])([CH3:15])[O:11][C:10]([CH3:18])([CH3:17])[C:9]2=[O:19])=[C:4]([CH2:20][CH3:21])[CH:3]=1.[Br:22][C:23]1[CH:28]=[CH:27][C:26]([OH:29])=[C:25]([F:30])[CH:24]=1.C(=O)([O-])[O-].[Cs+].[Cs+].C(OCC)(=O)C>C1(C)C=CC=CC=1.FC(F)(F)S([O-])(=O)=O.[Cu+2].FC(F)(F)S([O-])(=O)=O.CN(C)C=O>[Br:22][C:23]1[CH:28]=[CH:27][C:26]([O:29][C:2]2[CH:7]=[CH:6][C:5]([CH:8]3[C:13](=[O:14])[C:12]([CH3:15])([CH3:16])[O:11][C:10]([CH3:17])([CH3:18])[C:9]3=[O:19])=[C:4]([CH2:20][CH3:21])[CH:3]=2)=[C:25]([F:30])[CH:24]=1 |f:2.3.4,7.8.9|. Procedure details: A mixture of 4-(4-bromo-2-ethylphenyl)-2,2,6,6-tetramethylpyran-3,5-dione (0.42 g, 1.19 mmol), 4-bromo-2-fluorophenol (0.27 g, 1.43 mmol), cesium carbonate (0.78 g, 2.38 mmol), copper(II) trifluoromethanesulfonate (0.02 g, 0.06 mmol) and ethyl acetate (0.004 g, 0.06 mmol) in dry toluene (10 ml) are heated to reflux for 21 hours. The mixture is cooled to room temperature and N,N-dimethylformamide (2 ml) is added. The mixture is partitioned between 2M aqueous hydrochloric acid (10 ml) and ethyl ac... Starting materials: COC1=C(C2=C(C(CO2)=O)C=C1)C#CCCN1CCN(CC1)C(=O)OC(C)(C)C (tert-butyl 4-[4-(6-methoxy-3-oxo-2,3-dihydrobenzofuran-7-yl)but-3-ynyl]piperazine-1-carboxylate). Reagents/catalysts: [Pd] (palladium/carbon). Run in C(C)O (ethanol). Reaction conditions: time 16 hour. Yields the product COC1=C(C2=C(C(CO2)=O)C=C1)CCCCN1CCN(CC1)C(=O)OC(C)(C)C (tert-butyl 4-[4-(6-methoxy-3-oxo-2,3-dihydrobenzofuran-7-yl)butyl]piperazine-1-carboxylate). Isolated yield 102.5%. As a reaction SMILES: [CH3:1][O:2][C:3]1[CH:12]=[CH:11][C:6]2[C:7](=[O:10])[CH2:8][O:9][C:5]=2[C:4]=1[C:13]#[C:14][CH2:15][CH2:16][N:17]1[CH2:22][CH2:21][N:20]([C:23]([O:25][C:26]([CH3:29])([CH3:28])[CH3:27])=[O:24])[CH2:19][CH2:18]1>C(O)C.[Pd]>[CH3:1][O:2][C:3]1[CH:12]=[CH:11][C:6]2[C:7](=[O:10])[CH2:8][O:9][C:5]=2[C:4]=1[CH2:13][CH2:14][CH2:15][CH2:16][N:17]1[CH2:22][CH2:21][N:20]([C:23]([O:25][C:26]([CH3:29])([CH3:28])[CH3:27])=[O:24])[CH2:19][CH2:18]1. Procedure: A solution of tert-butyl 4-[4-(6-methoxy-3-oxo-2,3-dihydrobenzofuran-7-yl)but-3-ynyl]piperazine-1-carboxylate (0.0883 g, 0.220 mmol) synthesized in Example B49, Step 2 in ethanol (6 mL) was added with 5% palladium/carbon (wetted with 50% water, 0.100 g), and the mixture was stirred at room temperature for 16 hours under a hydrogen atmosphere. The reaction mixture was filtered through Celite, the filtrate was concentrated, and the resulting residue was purified by silica gel column chromatography... Reactants: COC1=C(C=CC=C1)CCOC1=C2C=C(NC2=CC=C1)C(=O)O (4-[2-(2-methoxy-phenyl)-ethoxy]-1H-indole-2-carboxylic acid), NC1CCC(CC1)(O)CCN1C[C@@H]([C@H](CC1)O)C ((3S,4S)-1-[2-(4-Amino-1-hydroxy-cyclohexyl)-ethyl]-3-methyl-piperidin-4-ol). Product: OC1(CCC(CC1)NC(=O)C=1NC2=CC=CC(=C2C1)OCCC1=C(C=CC=C1)OC)CCN1C[C@@H]([C@H](CC1)O)C (4-[2-(2-Methoxy-phenyl)-ethoxy]-1H-indole-2-carboxylic acid {4-hydroxy-4-[2-((3S,4S)-4-hydroxy-3-methyl-piperidin-1-yl)-ethyl]-cyclohexyl}-amide). RXN SMILES: [CH3:1][O:2][C:3]1[CH:8]=[CH:7][CH:6]=[CH:5][C:4]=1[CH2:9][CH2:10][O:11][C:12]1[CH:20]=[CH:19][CH:18]=[C:17]2[C:13]=1[CH:14]=[C:15]([C:21]([OH:23])=O)[NH:16]2.[NH2:24][CH:25]1[CH2:30][CH2:29][C:28]([CH2:32][CH2:33][N:34]2[CH2:39][CH2:38][C@H:37]([OH:40])[C@@H:36]([CH3:41])[CH2:35]2)([OH:31])[CH2:27][CH2:26]1>>[OH:31][C:28]1([CH2:32][CH2:33][N:34]2[CH2:39][CH2:38][C@H:37]([OH:40])[C@@H:36]([CH3:41])[CH2:35]2)[CH2:29][CH2:30][CH:25]([NH:24][C:21]([C:15]2[NH:16][C:17]3[C:13]([CH:14]=2)=[C:12]([O:11][CH2:10][CH2:9][C:4]2[CH:5]=[CH:6][CH:7]=[CH:8][C:3]=2[O:2][CH3:1])[CH:20]=[CH:19][CH:18]=3)=[O:23])[CH2:26][CH2:27]1. Reported procedure: This compound is synthesized analogously to example 1 from 4-[2-(2-methoxy-phenyl)-ethoxy]-1H-indole-2-carboxylic acid 16j and amine 14.